From a dataset of the Open Reaction Database (ORD), a public repository of structured organic reaction records. describe an organic reaction: reactants, conditions, products, and yield The reactants are ClC=1C=C(C=C(C1)Cl)SC1=C(N=C(N1C)CCO)C(C)C (5-(3,5-dichlorophenylthio)-4-isopropyl-2-(2-hydroxyethyl)-1-methyl-1H-imidazole), acetal, COC1(CCCCCCC1)OC (1,1-dimethoxycyclooctane). Yields the product ClC=1C=C(C=C(C1)Cl)SC1=C(N=C(N1C)CCOC1(CCCCCCC1)OC)C(C)C (5-(3,5-Dichlorophenylthio)-4-isopropyl-2-[2-(1-methoxycyclooctyloxy)ethyl]-1-methyl-1H-imidazole). The yield is 13.6%. RXN SMILES: [Cl:1][C:2]1[CH:3]=[C:4]([S:9][C:10]2[N:14]([CH3:15])[C:13]([CH2:16][CH2:17][OH:18])=[N:12][C:11]=2[CH:19]([CH3:21])[CH3:20])[CH:5]=[C:6]([Cl:8])[CH:7]=1.[CH3:22][O:23][C:24]1(OC)[CH2:31][CH2:30][CH2:29][CH2:28][CH2:27][CH2:26][CH2:25]1>>[Cl:8][C:6]1[CH:5]=[C:4]([S:9][C:10]2[N:14]([CH3:15])[C:13]([CH2:16][CH2:17][O:18][C:24]3([O:23][CH3:22])[CH2:31][CH2:30][CH2:29][CH2:28][CH2:27][CH2:26][CH2:25]3)=[N:12][C:11]=2[CH:19]([CH3:21])[CH3:20])[CH:3]=[C:2]([Cl:1])[CH:7]=1. Procedure details: The compound 22 (345 mg, 1 mmol) was converted to the acetal with 1,1-dimethoxycyclooctane (1.62 g, 10 mmol) in the same manner as the example 20 to give the compound 30 (66 mg, 13%). Mp 54-56° C. The reactants are BrB(Br)Br, O=C([O-])O, ClCCl, COc1ccc(-c2ccc(CC3CCN(C4CCCCC4)C3=O)c(Cl)c2)c(C)c1, [Na+]. Yields the product Cc1cc(O)ccc1-c1ccc(CC2CCN(C3CCCCC3)C2=O)c(Cl)c1. As a reaction SMILES: [B:30]([Br:31])([Br:32])[Br:33].[C:34](=[O:35])([OH:36])[O-:37].[CH2:39]([Cl:40])[Cl:41].[Cl:1][c:2]1[cH:3][c:4](-[c:21]2[c:22]([CH3:29])[cH:23][c:24]([O:27][CH3:28])[cH:25][cH:26]2)[cH:5][cH:6][c:7]1[CH2:8][CH:9]1[C:10](=[O:20])[N:11]([CH:14]2[CH2:15][CH2:16][CH2:17][CH2:18][CH2:19]2)[CH2:12][CH2:13]1.[Na+:38]>>[Cl:1][c:2]1[cH:3][c:4](-[c:21]2[c:22]([CH3:29])[cH:23][c:24]([OH:27])[cH:25][cH:26]2)[cH:5][cH:6][c:7]1[CH2:8][CH:9]1[C:10](=[O:20])[N:11]([CH:14]2[CH2:15][CH2:16][CH2:17][CH2:18][CH2:19]2)[CH2:12][CH2:13]1. Reactants: C(C)(C)(C)C1=CC=C(C=C1)CC(=O)N[C@@H](C=1N=NN(C1)C(C(=O)OC)(C)C)C1=NC=C(C=C1)OCC(F)(F)F (methyl 2-(4-{(S)-{[(4-tert-butylphenyl)-acetyl]amino}[5-(2,2,2-trifluoroethoxy)pyridin-2-yl]methyl}-1H-1,2,3-triazol-1-yl)-2-methylpropanoate), [BH4-].[Li+] (lithium borohydride). Solvent: C1CCOC1 (THF), C1CCOC1 (THF). Reaction conditions: time 2 hour. Yields the product C(C)(C)(C)C1=CC=C(C=C1)CC(=O)N[C@H](C1=NC=C(C=C1)OCC(F)(F)F)C=1N=NN(C1)C(CO)(C)C (2-(4-tert-butylphenyl)-N-{(S)-[1-(2-hydroxy-1,1-dimethylethyl)-1H-1,2,3-triazol-4-yl][5-(2,2,2-trifluoroethoxy)pyridin-2-yl]methyl}acetamide). Yield: 35.0%. RXN SMILES: [C:1]([C:5]1[CH:10]=[CH:9][C:8]([CH2:11][C:12]([NH:14][C@H:15]([C:28]2[CH:33]=[CH:32][C:31]([O:34][CH2:35][C:36]([F:39])([F:38])[F:37])=[CH:30][N:29]=2)[C:16]2[N:17]=[N:18][N:19]([C:21]([CH3:27])([CH3:26])[C:22](OC)=[O:23])[CH:20]=2)=[O:13])=[CH:7][CH:6]=1)([CH3:4])([CH3:3])[CH3:2].[BH4-].[Li+]>C1COCC1>[C:1]([C:5]1[CH:10]=[CH:9][C:8]([CH2:11][C:12]([NH:14][C@@H:15]([C:16]2[N:17]=[N:18][N:19]([C:21]([CH3:27])([CH3:26])[CH2:22][OH:23])[CH:20]=2)[C:28]2[CH:33]=[CH:32][C:31]([O:34][CH2:35][C:36]([F:38])([F:39])[F:37])=[CH:30][N:29]=2)=[O:13])=[CH:7][CH:6]=1)([CH3:4])([CH3:2])[CH3:3] |f:1.2|. Procedure details: To a solution of 0.06 g (0.11 mmol) methyl 2-(4-{(S)-{[(4-tert-butylphenyl)-acetyl]amino}[5-(2,2,2-trifluoroethoxy)pyridin-2-yl]methyl}-1H-1,2,3-triazol-1-yl)-2-methylpropanoate in 0.50 ml THF at rt was added 0.13 ml (0.26 mmol) 2.0 M lithium borohydride in THF. After 2 h at room temperature, the reaction-mixture was quenched with a few drops of water and concentrated in vacuo. Purification by preparative HPLC (5->95% CH3CN/H2O over 15 min, 0.05% added TFA, C18) afforded 0.02 g (40%) 2-(4-tert-b... Reactants: C(C)(C)(C)OC(=O)N1CCC(CC1)N1N=CC(=C1)B1OC(C(O1)(C)C)(C)C (4-[4-(4,4,5,5-Tetramethyl-[1,3,2]dioxaborolan-2-yl)-pyrazol-1-yl]-piperidine-1-carboxylic acid tert-butyl ester), C(=O)([O-])[O-].[Na+].[Na+] (Na2CO3), BrC=1C=C(C=NC1)C1=CC(=NC(=C1)NC)C1=NC=CC=C1 ((5″-Bromo-[2,2′;4′,3″]terpyridin-6′-yl)-methyl-amine). Reagents/catalysts: C1=CC=C(C=C1)P([C-]2C=CC=C2)C3=CC=CC=C3.C1=CC=C(C=C1)P([C-]2C=CC=C2)C3=CC=CC=C3.Cl[Pd]Cl.[Fe+2] ([1,1′-Bis(diphenylphosphino)-ferrocene]dichloropalladium (II)). The solvent is C(Cl)Cl (DCM), C(Cl)Cl (DCM), COCCOC (DME). Product: C(C)(C)(C)OC(=O)N1CCC(CC1)N1N=CC(=C1)C=1C=C(C=NC1)C1=CC(=NC(=C1)NC)C1=NC=CC=C1 (4-[4-(6′-Methylamino-[2,2′;4′,3″]terpyridin-5″-yl)-pyrazol-1-yl]-piperidine-1-carboxylic acid tert-butyl ester). RXN SMILES: [C:1]([O:5][C:6]([N:8]1[CH2:13][CH2:12][CH:11]([N:14]2[CH:18]=[C:17](B3OC(C)(C)C(C)(C)O3)[CH:16]=[N:15]2)[CH2:10][CH2:9]1)=[O:7])([CH3:4])([CH3:3])[CH3:2].C([O-])([O-])=O.[Na+].[Na+].Br[C:35]1[CH:36]=[C:37]([C:41]2[CH:46]=[C:45]([NH:47][CH3:48])[N:44]=[C:43]([C:49]3[CH:54]=[CH:53][CH:52]=[CH:51][N:50]=3)[CH:42]=2)[CH:38]=[N:39][CH:40]=1>COCCOC.C(Cl)Cl.C1C=CC(P(C2C=CC=CC=2)[C-]2C=CC=C2)=CC=1.C1C=CC(P(C2C=CC=CC=2)[C-]2C=CC=C2)=CC=1.Cl[Pd]Cl.[Fe+2]>[C:1]([O:5][C:6]([N:8]1[CH2:9][CH2:10][CH:11]([N:14]2[CH:18]=[C:17]([C:35]3[CH:36]=[C:37]([C:41]4[CH:46]=[C:45]([NH:47][CH3:48])[N:44]=[C:43]([C:49]5[CH:54]=[CH:53][CH:52]=[CH:51][N:50]=5)[CH:42]=4)[CH:38]=[N:39][CH:40]=3)[CH:16]=[N:15]2)[CH2:12][CH2:13]1)=[O:7])([CH3:2])([CH3:3])[CH3:4] |f:1.2.3,7.8.9.10|. Reported procedure: To a solution of 4-[4-(4,4,5,5-Tetramethyl-[1,3,2]dioxaborolan-2-yl)-pyrazol-1-yl]-piperidine-1-carboxylic acid tert-butyl ester (Intermediate B20) (1.5 eq, 1.095 mmol, 0.413 g) and 2M Na2CO3 (2.0 eq, 1.460 mmol, 0.730 ml) in DME (5 ml) is added (5″-Bromo-[2,2′;4′,3″]terpyridin-6′-yl)-methyl-amine (Example 2.1, step1) (1 eq, 0.730 mmol, 0.249 g) followed by [1,1′-Bis(diphenylphosphino)-ferrocene]dichloropalladium (II), complex with DCM (0.1 eq, 0.073 mmol, 0.059 g). The reaction mixture is heate... Reactants: COc1cc(SC(CCCCc2ccccc2)CC(=O)OC(C)(C)C)ccc1OC1CCCC1, COc1cc(S(=O)(=O)C(CCCCc2ccccc2)CC(=O)O)ccc1OC1CCCC1. Product: O=CCCCCc1ccccc1. RXN SMILES: [C:1]([O:2][C:3](=[O:4])[CH2:5][CH:8]([S:6][c:7]1[cH:19][cH:20][c:21]([O:22][CH:23]2[CH2:24][CH2:25][CH2:26][CH2:27]2)[c:28]([O:29][CH3:30])[cH:31]1)[CH2:9][CH2:10][CH2:11][CH2:12][c:13]1[cH:14][cH:15][cH:16][cH:17][cH:18]1)([CH3:32])([CH3:33])[CH3:34].[CH:35]1([O:40][c:36]2[cH:37][cH:38][c:39]([S:41]([CH:42]([CH2:43][CH2:44][CH2:45][CH2:46][c:47]3[cH:48][cH:49][cH:50][cH:51][cH:52]3)[CH2:53][C:54]([OH:55])=[O:56])(=[O:57])=[O:58])[cH:59][c:60]2[O:61][CH3:62])[CH2:63][CH2:64][CH2:65][CH2:66]1>>[CH:8]([CH2:9][CH2:10][CH2:11][CH2:12][c:13]1[cH:14][cH:15][cH:16][cH:17][cH:18]1)=[O:40]. Starting materials: O=C1C(=C(OC(=C1C(=O)OC)C(C)C)C(F)(F)F)C(=O)OC (dimethyl 4-oxo-2-(trifluoromethyl)-6-(isopropyl)-4-H-pyran-3,5-dicarboxylate), C(F)(Cl)(Cl)C#N (CFCl2CN), Cl (HCl), C1CCC2=NCCCN2CC1 (DBU). Run in COCCOC (DME). Run at temperature 25 celsius. The product is ClC(C1=NC(=C(C(=C1C(=O)OC)O)C(=O)OC)C(C)C)(F)Cl (Dimethyl 2-(dichlorofluoromethyl)-4-hydroxy-6-(isopropyl)-3,5-pyridinedicarboxylate). Yield: 100.1%. Reaction SMILES: [O:1]=[C:2]1[C:7]([C:8]([O:10][CH3:11])=[O:9])=[C:6]([CH:12]([CH3:14])[CH3:13])OC(C(F)(F)F)=[C:3]1[C:19]([O:21][CH3:22])=[O:20].[C:23]([C:27]#[N:28])([Cl:26])([Cl:25])[F:24].C1CCN2C(=NCCC2)CC1.Cl>COCCOC>[Cl:25][C:23]([Cl:26])([F:24])[C:27]1[C:3]([C:19]([O:21][CH3:22])=[O:20])=[C:2]([OH:1])[C:7]([C:8]([O:10][CH3:11])=[O:9])=[C:6]([CH:12]([CH3:14])[CH3:13])[N:28]=1. Reported procedure: To a solution of 17.80 g (0.073 mol) of dimethyl 2-(isobutyryl)-3-oxo-1,5-pentendioate (Step B of Example 208) in 300 mL of DME at -78° C. was added 18 g (0.4 mol) of CFCl2CN followed by 11.1 g (11 ml, 0.073 mol) of DBU. The reaction was warmed up to 25° C., poured into 3.7% HCl, and extracted twice with EtOAc. The EtOAc extract was washed again with 3.7% HCl, saturated NaCl and dried (MgSO4). The solvent was removed in vacuo to give 25.88 g of a dark brown solid. The crude was purified by HPLC ... Reactants: ice water, [N+](=O)(O)[O-] (nitric acid), S(O)(O)(=O)=O (sulphuric acid), ClC1=CC2=C(OC(O2)(F)F)C=C1Cl (5,6-dichloro-2,2-difluorobenzo[1.3]dioxole). Conditions: time 6 hour. Yields the product ClC1=C(C2=C(OC(O2)(F)F)C=C1Cl)[N+](=O)[O-] (5,6-dichloro-4-nitro-2,2-difluoro-benzo(1.3)dioxole). Yield: 89.0%. As a reaction SMILES: [N+:1]([O-:4])(O)=[O:2].S(=O)(=O)(O)O.[Cl:10][C:11]1[C:21]([Cl:22])=[CH:20][C:14]2[O:15][C:16]([F:19])([F:18])[O:17][C:13]=2[CH:12]=1>>[Cl:22][C:21]1[C:11]([Cl:10])=[CH:12][C:13]2[O:17][C:16]([F:19])([F:18])[O:15][C:14]=2[C:20]=1[N+:1]([O-:4])=[O:2]. Procedure details: A precooled mixture of 140 ml of 100% strength nitric acid and 200 ml of 100% strength sulphuric acid is added dropwise at 5° to 10° C. (internal temperature) with good stirring to 219 g (0.96 mol) of 5,6-dichloro-2,2-difluorobenzo[1.3]dioxole. The reaction mixture is then subsequently stirred at room temperature for 6 h. It is added to ice-water and extracted with ether, and the extract is dried and concentrated. 233 g (89% of theory) of 5,6-dichloro-4-nitro-2,2-difluoro-benzo(1.3)dioxole havin... The reactants are BrC1=CC=C(C=C1)C1(OCCO1)C (2-(4-bromophenyl)-2-methyl-1,3-dioxolane), C(C)(C)(C)[Li] (t-butyllithium), C(C=C)[Si](C)(C)Cl (allylchlorodimethylsilane). Solvent: C1CCOC1 (THF), C1CCOC1 (THF). Reaction conditions: temperature -78 celsius, time 30 minute. Yields the product C(C=C)C1=CC(=C(C=C1)C1(OCCO1)C)[SiH](C)C (2-(4-Allyldimethylsilylphenyl)-2-methyl-1,3-dioxolane). Isolated yield 83.8%. RXN SMILES: Br[C:2]1[CH:7]=[CH:6][C:5]([C:8]2([CH3:13])[O:12][CH2:11][CH2:10][O:9]2)=[CH:4][CH:3]=1.[C:14]([Li])([CH3:17])(C)[CH3:15].[CH2:19]([Si:22](Cl)(C)[CH3:23])C=C>C1COCC1>[CH2:15]([C:2]1[CH:7]=[CH:6][C:5]([C:8]2([CH3:13])[O:12][CH2:11][CH2:10][O:9]2)=[C:4]([SiH:22]([CH3:23])[CH3:19])[CH:3]=1)[CH:14]=[CH2:17]. Reported procedure: To a solution of 2-(4-bromophenyl)-2-methyl-1,3-dioxolane (22, 22.0 g, 90 mmol) in dried THF (600 mL) at −78° C. was added t-butyllithium (53.0 mL, 1.7 M solution in pentane, 90 mmol) over a period of 15 min. After 30 min of further stirring at −78° C., allylchlorodimethylsilane (12.2 g, 90 mmol) in THF (40 mL) was added dropwise over a period of 20 min. The reaction mixture was stirred for 1 h and warmed to room temperature. THF was removed under reduced pressure, and the residue was extracted ... The reactants are COC=1C=C(C=CC1CN1CCCC1)C(=O)C=1C2=C(SC1C1=CC(=C(C=C1)OCCN1CCCC1)CO[Si](C)(C)C(C)(C)C)C=C(C=C2)OCC2=CC=CC=C2 (6-benzyloxy-2-[3-t-butyldimethylsilyloxymethyl-4-[2-(1-pyrrolidinyl)ethoxy]phenyl]benzo[b]thiophen-3-yl 3-methoxy-4-(1-pyrrolidinylmethyl)phenyl ketone), O (water). Solvent: CCOC(=O)C (EtOAc), [F-].C(CCC)[N+](CCCC)(CCCC)CCCC (tetrabutylammonium fluoride), C1CCOC1 (THF). Run at time 1 hour. The product is COC=1C=C(C=CC1CN1CCOCC1)C(=O)C=1C2=C(SC1C1=CC(=C(C=C1)OCCN1CCCC1)CO)C=C(C=C2)O (6-Hydroxy-2-[3-hydroxymethyl-4-[2-(1-pyrrolidinyl)ethoxy]phenyl]benzo[b]thiophen-3-yl 3-Methoxy-4-(4-morpholinylmethyl)phenyl Ketone). The yield is 22.0%. As a reaction SMILES: [CH3:1][O:2][C:3]1[CH:4]=[C:5]([C:15]([C:17]2[C:18]3[CH:48]=[CH:47][C:46]([O:49]CC4C=CC=CC=4)=[CH:45][C:19]=3[S:20][C:21]=2[C:22]2[CH:27]=[CH:26][C:25]([O:28][CH2:29][CH2:30][N:31]3[CH2:35][CH2:34][CH2:33][CH2:32]3)=[C:24]([CH2:36][O:37][Si](C(C)(C)C)(C)C)[CH:23]=2)=[O:16])[CH:6]=[CH:7][C:8]=1[CH2:9][N:10]1[CH2:14][CH2:13][CH2:12][CH2:11]1.[OH2:57]>[F-].C([N+](CCCC)(CCCC)CCCC)CCC.C1COCC1.CCOC(C)=O>[CH3:1][O:2][C:3]1[CH:4]=[C:5]([C:15]([C:17]2[C:18]3[CH:48]=[CH:47][C:46]([OH:49])=[CH:45][C:19]=3[S:20][C:21]=2[C:22]2[CH:27]=[CH:26][C:25]([O:28][CH2:29][CH2:30][N:31]3[CH2:35][CH2:34][CH2:33][CH2:32]3)=[C:24]([CH2:36][OH:37])[CH:23]=2)=[O:16])[CH:6]=[CH:7][C:8]=1[CH2:9][N:10]1[CH2:11][CH2:12][O:57][CH2:13][CH2:14]1 |f:2.3|. Procedure: The (30.8 mg, 0.0381 mmol) 6-benzyloxy-2-[3-t-butyldimethylsilyloxymethyl-4-[2-(1-pyrrolidinyl)ethoxy]phenyl]benzo[b]thiophen-3-yl 3-methoxy-4-(1-pyrrolidinylmethyl)phenyl ketone (Part C) was dissolved in 0.5 mL of 1N tetrabutylammonium fluoride in THF. The solution was stirred at room temperature for 1 h. To the reaction mixture was added 1.0 mL of water and diluted with 15 mL of EtOAc. The layers were separated and the aqueous layer was extracted (1×10 mL) with EtOAc. The combined organic laye...